From a dataset of the Open Reaction Database (ORD), a public repository of structured organic reaction records. describe an organic reaction: reactants, conditions, products, and yield Reactants: C(C1=CC=CC=C1)OC=1C(=C(C(=CC1)Br)C=COC)OC (5-benzyloxy-2-bromo-4-methoxy-3-(2-methoxyvinyl)benzene), Cl.N(N)C1=CC=NC=C1 (4-hydrazinopyridine hydrochloride), C1(=CC=C(C=C1)S(=O)(=O)O)C (p-toluenesulfonic acid), C(C)O (ethanol). The product is Cl.C(C1=CC=CC=C1)OC=1C(=CC(=C(C1)CC=NNC1=CC=NC=C1)Br)OC (N-[2-(5-Benzyloxy-2-bromo-4-methoxyphenyl)ethylidene]-N'-pyridin-4-yl-hydrazine hydrochloride). Yield: 72.2%. Reaction SMILES: [CH2:1]([O:8][C:9]1[C:10](OC)=[C:11]([CH:16]=[CH:17]OC)[C:12]([Br:15])=[CH:13][CH:14]=1)[C:2]1[CH:7]=[CH:6][CH:5]=[CH:4][CH:3]=1.[ClH:22].[NH:23]([C:25]1[CH:30]=[CH:29][N:28]=[CH:27][CH:26]=1)[NH2:24].C1(C)C=CC(S(O)(=O)=O)=CC=1.[CH2:42]([OH:44])C>>[ClH:22].[CH2:1]([O:8][C:9]1[C:14]([O:44][CH3:42])=[CH:13][C:12]([Br:15])=[C:11]([CH2:16][CH:17]=[N:24][NH:23][C:25]2[CH:30]=[CH:29][N:28]=[CH:27][CH:26]=2)[CH:10]=1)[C:2]1[CH:3]=[CH:4][CH:5]=[CH:6][CH:7]=1 |f:1.2,5.6|. Reported procedure: A mixture of 5-benzyloxy-2-bromo-4-methoxy-3-(2-methoxyvinyl)benzene (42.1 g), 4-hydrazinopyridine hydrochloride (19.0 g), p-toluenesulfonic acid (0.23 g) and ethanol (350 ml) was heated under reflux overnight, with stirring. The reaction mixture was cooled and filtered. Recrystallization of the precipitate from methanol yielded 40.2 g, (72.2%) of product, mp 232-233° C. The reactants are ClC1=C2C(=NC=C1F)N(C=C2)[Si](C(C)C)(C(C)C)C(C)C (4-chloro-5-fluoro-1-(triisopropylsilyl)-1H-pyrrolo[2,3-b]pyridine), CNC1CCCCC1 (N-methylcyclohexanamine), CC(C)([O-])C.[Na+] (sodium tert-butoxide), C1(CCCCC1)P(C1=C(C=CC=C1)C1=C(C=C(C=C1CCC)CCC)CCC)C1CCCCC1 (2-dicyclohexylphosphino-2′,4′,6′-tri-1-propyl-1,1′-biphenyl). Reagents/catalysts: CC(=O)[O-].CC(=O)[O-].[Pd+2] (Pd(OAc)2). Solvent: O1CCOCC1 (1,4-dioxane). Conditions: temperature 100 celsius. The product is C1(CCCCC1)N(C=1C2=C(N=CC1F)N(C=C2)[Si](C(C)C)(C(C)C)C(C)C)C (N-cyclohexyl-5-fluoro-N-methyl-1-(triisopropylsilyl)-1H-pyrrolo[2,3-b]pyridin-4-amine). As a reaction SMILES: Cl[C:2]1[C:7]([F:8])=[CH:6][N:5]=[C:4]2[N:9]([Si:12]([CH:19]([CH3:21])[CH3:20])([CH:16]([CH3:18])[CH3:17])[CH:13]([CH3:15])[CH3:14])[CH:10]=[CH:11][C:3]=12.[CH3:22][NH:23][CH:24]1[CH2:29][CH2:28][CH2:27][CH2:26][CH2:25]1.CC(C)([O-])C.[Na+].C1(P(C2CCCCC2)C2C=CC=CC=2C2C(CCC)=CC(CCC)=CC=2CCC)CCCCC1>CC([O-])=O.CC([O-])=O.[Pd+2].O1CCOCC1>[CH:24]1([N:23]([CH3:22])[C:2]2[C:3]3[CH:11]=[CH:10][N:9]([Si:12]([CH:19]([CH3:21])[CH3:20])([CH:16]([CH3:18])[CH3:17])[CH:13]([CH3:15])[CH3:14])[C:4]=3[N:5]=[CH:6][C:7]=2[F:8])[CH2:29][CH2:28][CH2:27][CH2:26][CH2:25]1 |f:2.3,5.6.7|. Reported procedure: A mixture of 4-chloro-5-fluoro-1-(triisopropylsilyl)-1H-pyrrolo[2,3-b]pyridine (250 mg), N-methylcyclohexanamine (306 μl), Pd(OAc)2(17 mg), sodium tert-butoxide (176 mg), 2-dicyclohexylphosphino-2′,4′,6′-tri-1-propyl-1,1′-biphenyl (73 mg) and 1,4-dioxane (2.5 mL) was evacuated and backfield with N2 three times, then degassed with N2 for 10 minutes. The mixture was heated at 100° C. for 2.5 hours. After cooling to ambient temperature, the reaction mixture was concentrated. Purification of the cru... As a reaction SMILES: Cl.[C:2]1([C@@H:8]2[CH2:10][C@H:9]2[NH2:11])[CH:7]=[CH:6][CH:5]=[CH:4][CH:3]=1.[C:12](Cl)(Cl)=[O:13].Cl.[CH3:17][N:18]1[CH2:23][CH2:22][N:21]([C:24]2[CH:29]=[C:28]([C:30]3[CH:39]=[C:38]4[C:33]([CH2:34][CH2:35][NH:36][CH2:37]4)=[CH:32][CH:31]=3)[N:27]=[C:26]([NH2:40])[N:25]=2)[CH2:20][CH2:19]1>>[NH2:40][C:26]1[N:27]=[C:28]([C:30]2[CH:39]=[C:38]3[C:33]([CH2:34][CH2:35][N:36]([C:12]([NH:11][C@@H:9]4[CH2:10][C@H:8]4[C:2]4[CH:7]=[CH:6][CH:5]=[CH:4][CH:3]=4)=[O:13])[CH2:37]3)=[CH:32][CH:31]=2)[CH:29]=[C:24]([N:21]2[CH2:20][CH2:19][N:18]([CH3:17])[CH2:23][CH2:22]2)[N:25]=1 |f:0.1,3.4|. Starting materials: Cl.C1(=CC=CC=C1)[C@H]1[C@@H](C1)N (trans-2-phenylcyclopropanamine hydrochloride), C(=O)(Cl)Cl (phosgene), Cl.CN1CCN(CC1)C1=NC(=NC(=C1)C1=CC=C2CCNCC2=C1)N (4-(4-methylpiperazin-1-yl)-6-(1,2,3,4-tetrahydroisoquinolin-7-yl)pyrimidin-2-amine HCl salt). Yields the product NC1=NC(=CC(=N1)C1=CC=C2CCN(CC2=C1)C(=O)N[C@H]1[C@@H](C1)C1=CC=CC=C1)N1CCN(CC1)C (7-[2-Amino-6-(4-methylpiperazin-1-yl)pyrimidin-4-yl]-N-(trans-2-phenylcyclopropyl)-3,4-dihydroisoquinoline-2(1H)-carboxamide). Reported procedure: This compound was prepared by using procedures analogous to those described for the synthesis of Example 40 starting from trans-2-phenylcyclopropanamine hydrochloride (Aldrich, Cat. #P2237-0), phosgene and 4-(4-methylpiperazin-1-yl)-6-(1,2,3,4-tetrahydroisoquinolin-7-yl)pyrimidin-2-amine HCl salt. Analytic LCMS (M+H)+: m/z=484.3. Reactants: Br[Si](C)(C)C (Bromotrimethylsilane), C(C)OP(=O)(OCC)COCCCON1C2=NC=NC(=C2N=C1)N (9-[3-(diethoxyphosphorylmethoxy)propoxy]adenine). The solvent is ClCCl (dichloromethane). Reaction conditions: temperature 25 celsius, time 3 hour. Yields the product P(=O)(O)(O)COCCCON1C2=NC=NC(=C2N=C1)N (9-[3-(phosphonomethoxy)propoxy]adenine). Yield: 71.6%. RXN SMILES: Br[Si](C)(C)C.C([O:8][P:9]([CH2:14][O:15][CH2:16][CH2:17][CH2:18][O:19][N:20]1[CH:28]=[N:27][C:26]2[C:21]1=[N:22][CH:23]=[N:24][C:25]=2[NH2:29])([O:11]CC)=[O:10])C>ClCCl>[P:9]([CH2:14][O:15][CH2:16][CH2:17][CH2:18][O:19][N:20]1[CH:28]=[N:27][C:26]2[C:21]1=[N:22][CH:23]=[N:24][C:25]=2[NH2:29])([OH:11])([OH:10])=[O:8]. Procedure details: Bromotrimethylsilane (0.55 ml, 4.18 mmol) was added dropwise to a solution of 9-[3-(diethoxyphosphorylmethoxy)propoxy]adenine (0.25 g, 0.70 mmol) in dry dichloromethane (2 ml) and the reaction stirred under nitrogen at 25° C. for 3 h. After concentration in vacuo the residue was co-evaporated three times with methanol. Reverse-phase chromatography, eluting with 5% aqueous methanol gave 9-[3-(phosphonomethoxy)propoxy]adenine (152 mg, 71%) as a white solid; m.p. 246°-249° C. νmax (KBr) 3320, 3084,... Reactants: NC(=O)N (urea), NCCCN1C(=NC=C1)C (1-(3′-aminopropyl)-2-methylimidazole). Product: CC=1N(CCN1)CCCNC(=O)N (1-{3′-(2″-methylimidazolinyl)propyl)urea). The yield is 95.7%. RXN SMILES: [NH2:1][C:2]([NH2:4])=[O:3].N[CH2:6][CH2:7][CH2:8][N:9]1[CH:13]=[CH:12][N:11]=[C:10]1[CH3:14]>>[CH3:14][C:10]1[N:9]([CH2:8][CH2:7][CH2:6][NH:1][C:2]([NH2:4])=[O:3])[CH2:13][CH2:12][N:11]=1. Procedure: 60.0 g of urea was added to 139.2 g of 1-(3′-aminopropyl)-2-methylimidazole and reacted at 160° C. for 10 hours, and after the reaction, a volatile component was removed to obtain 176.1 g of a 1-{3′-(2″-methylimidazolinyl)propyl)urea composition. 117.4 g of dipropylene glycol was added thereto to prepare a solution containing 60% of a 1-(3′-(2″-methylimidazolinyl)propyl}urea composition (IZUM), which was subjected to the following foaming test. The composition of the solution is shown in Table 1...